Dataset: the Open Reaction Database (ORD), a public repository of structured organic reaction records. Task: describe an organic reaction: reactants, conditions, products, and yield The reactants are C(=O)(C(F)(F)F)O (TFA), C(C1=CC=CC=C1)ON1[C@@H]2CC[C@H](N(C1=O)C2)C2=NN=C(O2)CCNC(OC(C)(C)C)=O (tert-butyl 2-(5-((2S,5R)-6-(benzyloxy)-7-oxo-1,6-diaza-bicyclo[3.2.1]octan-2-yl)-1,3,4-oxadiazol-2-yl)ethylcarbamate). The solvent is C(Cl)Cl (CH2Cl2). Run at temperature 0 celsius, time 2 hour. Product: OC(=O)C(F)(F)F.NCCC1=NN=C(O1)[C@H]1N2C(N([C@H](CC1)C2)OCC2=CC=CC=C2)=O ((2S,5R)-2-(5-(2-aminoethyl)-1,3,4-oxadiazol-2-yl)-6-(benzyloxy)-1,6-diaza-bicyclo[3.2.1]octan-7-one TFA salt). As a reaction SMILES: [C:1]([OH:7])([C:3]([F:6])([F:5])[F:4])=[O:2].[CH2:8]([O:15][N:16]1[C:22](=[O:23])[N:21]2[CH2:24][C@H:17]1[CH2:18][CH2:19][C@H:20]2[C:25]1[O:29][C:28]([CH2:30][CH2:31][NH:32]C(=O)OC(C)(C)C)=[N:27][N:26]=1)[C:9]1[CH:14]=[CH:13][CH:12]=[CH:11][CH:10]=1>C(Cl)Cl>[OH:7][C:1]([C:3]([F:6])([F:5])[F:4])=[O:2].[NH2:32][CH2:31][CH2:30][C:28]1[O:29][C:25]([C@@H:20]2[CH2:19][CH2:18][C@@H:17]3[CH2:24][N:21]2[C:22](=[O:23])[N:16]3[O:15][CH2:8][C:9]2[CH:14]=[CH:13][CH:12]=[CH:11][CH:10]=2)=[N:26][N:27]=1 |f:3.4|. Procedure details: TFA (0.5 mL) was added to a 0° C. solution of tert-butyl 2-(5-((2S,5R)-6-(benzyloxy)-7-oxo-1,6-diaza-bicyclo[3.2.1]octan-2-yl)-1,3,4-oxadiazol-2-yl)ethylcarbamate (85 mg, 0.192 mmol) in CH2Cl2 (2.0 mL). The reaction mixture was stirred at 0° C. for 2 hrs and was then concentrated under vacuum to provide (2S,5R)-2-(5-(2-aminoethyl)-1,3,4-oxadiazol-2-yl)-6-(benzyloxy)-1,6-diaza-bicyclo[3.2.1]octan-7-one TFA salt as a sticky oil, which was used directly in the next step. ESI-MS (EI+, m/z): 344.2 [M... Starting materials: CCOC(O)C(F)(F)F, CC(=O)O, NCCCc1c[nH]c2ccccc12. Yields the product FC(F)(F)C1NCCCc2c1[nH]c1ccccc21. Reaction SMILES: [CH2:14]([O:15][CH:17]([OH:16])[C:18]([F:19])([F:20])[F:21])[CH3:22].[CH3:23][C:24](=[O:25])[OH:26].[nH:1]1[cH:2][c:3]([CH2:10][CH2:11][CH2:12][NH2:13])[c:4]2[cH:5][cH:6][cH:7][cH:8][c:9]12>>[nH:1]1[c:2]2[c:3]([c:4]3[cH:5][cH:6][cH:7][cH:8][c:9]13)[CH2:10][CH2:11][CH2:12][NH:13][CH:17]2[C:18]([F:19])([F:20])[F:21]. The reactants are OC/C(=C/CC/C(=C/CO)/C)/CC\C=C(\CCC=C(C)C)/C ((E,E,E)-7-hydroxymethyl-3,11,15-trimethyl-2,6,10,14-hexadecatetraen-1-ol), S1C(=CC=C1)CC(=O)Cl (2-thienylacetyl chloride), ice water. Run in N1=CC=CC=C1 (pyridine). Run at time 1 hour. Yields the product S1C(=CC=C1)C(C(=O)OC\C=C(\CC\C=C(/CC\C=C(\CCC=C(C)C)/C)\CO)/C)C=1SC=CC1 ((E,E,E)-7-hydroxymethyl-3,11,15-trimethyl-2,6,10,14-hexadecatetraen-1-ol bis-2-thienylacetate). As a reaction SMILES: [OH:1][CH2:2]/[C:3](/[CH2:12][CH2:13]/[CH:14]=[C:15](\[CH3:22])/[CH2:16][CH2:17][CH:18]=[C:19]([CH3:21])[CH3:20])=[CH:4]/[CH2:5][CH2:6]/[C:7](/[CH3:11])=[CH:8]/[CH2:9][OH:10].[S:23]1[CH:27]=[CH:26][CH:25]=[C:24]1[CH2:28][C:29](Cl)=[O:30]>N1C=CC=CC=1>[S:23]1[CH:27]=[CH:26][CH:25]=[C:24]1[CH:28]([C:24]1[S:23][CH:27]=[CH:26][CH:25]=1)[C:29]([O:10][CH2:9]/[CH:8]=[C:7](\[CH3:11])/[CH2:6][CH2:5]/[CH:4]=[C:3](/[CH2:2][OH:1])\[CH2:12][CH2:13]/[CH:14]=[C:15](\[CH3:22])/[CH2:16][CH2:17][CH:18]=[C:19]([CH3:21])[CH3:20])=[O:30]. Procedure: To a solution of 1.0 g of (E,Z,E) and (E,E,E)-7-hydroxymethyl-3,11,15-trimethyl-2,6,10,14-hexadecatetraen-1-ol in 5 ml of anhydrous pyridine was added dropwise 2 ml of 2-thienylacetyl chloride under ice-cooling. After 1 hour, ice-water was added and extraction was done with ethyl ether. The ether layer was washed successively with dilute hydrochloric acid, aqueous sodium hydrogencarbonate and water and dried over anhydrous sodium sulfate. The solvent was distilled off to give an oily substance, ... Procedure details: A suspension of 2.09 g of 1,4-dihydro-5-[(isopropylsulfamoyl)acetyl]-2,6-dimethyl-4-(3-nitrophenyl)nicotinic acid 2-acetoxyethyl ester in 20 ml of ethanol was treated dropwise at room temperature with a solution of 0.36 g of sodium hydroxide in 24 ml of ethanol. The dark orange solution obtained was subsequently stirred at room temperature for 1 hour. The ethanol was thereupon evaporated off at 25°-30° under reduced pressure and the residue was dissolved in 20 ml of water. The mixture was acidif... Yield: 80.6%. Run in C(C)O (ethanol), C(C)O (ethanol). As a reaction SMILES: C([O:4][CH2:5][CH2:6][O:7][C:8](=[O:36])[C:9]1[CH:14]([C:15]2[CH:20]=[CH:19][CH:18]=[C:17]([N+:21]([O-:23])=[O:22])[CH:16]=2)[C:13]([C:24](=[O:33])[CH2:25][S:26](=[O:32])(=[O:31])[NH:27][CH:28]([CH3:30])[CH3:29])=[C:12]([CH3:34])[NH:11][C:10]=1[CH3:35])(=O)C.[OH-].[Na+]>C(O)C>[OH:4][CH2:5][CH2:6][O:7][C:8](=[O:36])[C:9]1[CH:14]([C:15]2[CH:20]=[CH:19][CH:18]=[C:17]([N+:21]([O-:23])=[O:22])[CH:16]=2)[C:13]([C:24](=[O:33])[CH2:25][S:26](=[O:32])(=[O:31])[NH:27][CH:28]([CH3:30])[CH3:29])=[C:12]([CH3:34])[NH:11][C:10]=1[CH3:35] |f:1.2|. The product is OCCOC(C1=C(NC(=C(C1C1=CC(=CC=C1)[N+](=O)[O-])C(CS(NC(C)C)(=O)=O)=O)C)C)=O (1,4-dihydro-5-[(isopropylsulfamoyl)acetyl]-2,6-dimethyl-4-(3-nitrophenyl)nicotinic acid 2-hydroxyethyl ester). Reaction conditions: time 1 hour. Starting materials: C(C)(=O)OCCOC(C1=C(NC(=C(C1C1=CC(=CC=C1)[N+](=O)[O-])C(CS(NC(C)C)(=O)=O)=O)C)C)=O (1,4-dihydro-5-[(isopropylsulfamoyl)acetyl]-2,6-dimethyl-4-(3-nitrophenyl)nicotinic acid 2-acetoxyethyl ester), [OH-].[Na+] (sodium hydroxide). Starting materials: Cc1ccccc1, CC(C)c1ccc(B(O)O)cc1, COc1cc2nccc(Oc3ccc(C)nc3I)c2cc1OC, [Na+], O=C([O-])O. Yields the product COc1cc2nccc(Oc3ccc(C)nc3-c3ccc(C(C)C)cc3)c2cc1OC. Reaction SMILES: [CH3:41][c:42]1[cH:43][cH:44][cH:45][cH:46][cH:47]1.[CH:24]([CH3:25])([CH3:26])[c:27]1[cH:28][cH:29][c:30]([B:33]([OH:34])[OH:35])[cH:31][cH:32]1.[I:1][c:2]1[n:3][c:4]([CH3:23])[cH:5][cH:6][c:7]1[O:8][c:9]1[cH:10][cH:11][n:12][c:13]2[cH:14][c:15]([O:21][CH3:22])[c:16]([O:19][CH3:20])[cH:17][c:18]12.[Na+:36].[OH:37][C:38](=[O:39])[O-:40]>>[c:2]1(-[c:30]2[cH:29][cH:28][c:27]([CH:24]([CH3:25])[CH3:26])[cH:32][cH:31]2)[n:3][c:4]([CH3:23])[cH:5][cH:6][c:7]1[O:8][c:9]1[cH:10][cH:11][n:12][c:13]2[cH:14][c:15]([O:21][CH3:22])[c:16]([O:19][CH3:20])[cH:17][c:18]12. The reactants are O=C([O-])[O-], CC(C)=O, COS(=O)(=O)OC, Oc1cc(F)ccc1F, [K+], [K+], O. The product is COc1cc(F)ccc1F. RXN SMILES: [C:14](=[O:15])([O-:16])[O-:17].[CH3:10][C:11](=[O:12])[CH3:13].[CH3:20][O:21][S:22]([O:23][CH3:24])(=[O:25])=[O:26].[F:1][c:2]1[c:3]([OH:9])[cH:4][c:5]([F:8])[cH:6][cH:7]1.[K+:18].[K+:19].[OH2:27]>>[F:1][c:2]1[c:3]([O:9][CH3:10])[cH:4][c:5]([F:8])[cH:6][cH:7]1. The reactants are C1CCOC1, Cl, CCOC(=O)CCCCC(C=Cc1cc(F)ccc1OCc1ccc(-c2ccc(C(F)(F)F)cc2)cc1)Cc1cc(F)c(O)c(F)c1, [Na+], [OH-], O. Product: O=C(O)CCCCC(C=Cc1cc(F)ccc1OCc1ccc(-c2ccc(C(F)(F)F)cc2)cc1)Cc1cc(F)c(O)c(F)c1. RXN SMILES: [CH2:51]1[O:52][CH2:53][CH2:54][CH2:55]1.[ClH:50].[F:1][c:2]1[cH:3][c:4]([CH2:5][CH:6]([CH2:7][CH2:8][CH2:9][CH2:10][C:11](=[O:12])[O:13][CH2:14][CH3:15])[CH:16]=[CH:17][c:18]2[c:19]([O:25][CH2:26][c:27]3[cH:28][cH:29][c:30](-[c:33]4[cH:34][cH:35][c:36]([C:39]([F:40])([F:41])[F:42])[cH:37][cH:38]4)[cH:31][cH:32]3)[cH:20][cH:21][c:22]([F:24])[cH:23]2)[cH:43][c:44]([F:47])[c:45]1[OH:46].[Na+:49].[OH-:48].[OH2:56]>>[F:1][c:2]1[cH:3][c:4]([CH2:5][CH:6]([CH2:7][CH2:8][CH2:9][CH2:10][C:11](=[O:12])[OH:13])[CH:16]=[CH:17][c:18]2[c:19]([O:25][CH2:26][c:27]3[cH:28][cH:29][c:30](-[c:33]4[cH:34][cH:35][c:36]([C:39]([F:40])([F:41])[F:42])[cH:37][cH:38]4)[cH:31][cH:32]3)[cH:20][cH:21][c:22]([F:24])[cH:23]2)[cH:43][c:44]([F:47])[c:45]1[OH:46]. Starting materials: NC(Cc1ccccc1)(c1cc(F)cc(C(F)(F)F)c1)c1ccc(Cl)cn1, ClCCl, O=C(OC(=O)C(F)(F)C(F)(F)F)C(F)(F)C(F)(F)F, c1ccncc1. Yields the product O=C(NC(Cc1ccccc1)(c1cc(F)cc(C(F)(F)F)c1)c1ccc(Cl)cn1)C(F)(F)C(F)(F)F. RXN SMILES: [Cl:1][c:2]1[cH:3][cH:4][c:5]([C:8]([CH2:9][c:10]2[cH:11][cH:12][cH:13][cH:14][cH:15]2)([NH2:16])[c:17]2[cH:18][c:19]([F:27])[cH:20][c:21]([C:23]([F:24])([F:25])[F:26])[cH:22]2)[n:6][cH:7]1.[Cl:53][CH2:54][Cl:55].[F:34][C:35]([F:36])([C:37]([F:47])([F:48])[F:49])[C:50]([O:38][C:39]([C:40]([C:41]([F:42])([F:43])[F:44])([F:45])[F:46])=[O:51])=[O:52].[cH:28]1[cH:29][cH:30][n:31][cH:32][cH:33]1>>[Cl:1][c:2]1[cH:3][cH:4][c:5]([C:8]([CH2:9][c:10]2[cH:11][cH:12][cH:13][cH:14][cH:15]2)([NH:16][C:39](=[O:38])[C:40]([C:41]([F:42])([F:43])[F:44])([F:45])[F:46])[c:17]2[cH:18][c:19]([F:27])[cH:20][c:21]([C:23]([F:24])([F:25])[F:26])[cH:22]2)[n:6][cH:7]1. Starting materials: IC1=NN(C2=CC(=CC=C12)C(=O)OC)C (methyl 3-iodo-1-methyl-1H-indazole-6-carboxylate), C1(=CC=CC=C1)OB(O)O (phenylboric acid), C(=O)([O-])[O-].[K+].[K+] (K2CO3), C1CCOC1 (THF). The reagents and catalysts are C1=CC=C(C=C1)P([C-]2C=CC=C2)C3=CC=CC=C3.C1=CC=C(C=C1)P([C-]2C=CC=C2)C3=CC=CC=C3.Cl[Pd]Cl.[Fe+2] (PdCl2(dppf)). Run in O (water), C(C)(=O)OCC (ethyl acetate). Conditions: temperature 80 celsius, time 8 hour. Product: CN1N=C(C2=CC=C(C=C12)C(=O)OC)C1=CC=CC=C1 (Methyl 1-methyl-3-phenyl-1H-indazole-6-carboxylate). As a reaction SMILES: C1COCC1.I[C:7]1[C:15]2[C:10](=[CH:11][C:12]([C:16]([O:18][CH3:19])=[O:17])=[CH:13][CH:14]=2)[N:9]([CH3:20])[N:8]=1.[C:21]1(OB(O)O)[CH:26]=[CH:25][CH:24]=[CH:23][CH:22]=1.C([O-])([O-])=O.[K+].[K+]>C(OCC)(=O)C.C1C=CC(P(C2C=CC=CC=2)[C-]2C=CC=C2)=CC=1.C1C=CC(P(C2C=CC=CC=2)[C-]2C=CC=C2)=CC=1.Cl[Pd]Cl.[Fe+2].O>[CH3:20][N:9]1[C:10]2[C:15](=[CH:14][CH:13]=[C:12]([C:16]([O:18][CH3:19])=[O:17])[CH:11]=2)[C:7]([C:21]2[CH:26]=[CH:25][CH:24]=[CH:23][CH:22]=2)=[N:8]1 |f:3.4.5,7.8.9.10|. Procedure: In a 100-mL egg plant-type flask, PdCl2(dppf) (178 mg, 0.22 mmol) was added to a THF (20 mL)-water (2 mL) mixed solution of methyl 3-iodo-1-methyl-1H-indazole-6-carboxylate (690 mg, 22 mmol), phenylboric acid (399 mg, 3.27 mmol) and K2CO3 (1.35 g, 9.81 mmol), and stirred overnight at 80° C. in an argon atmosphere. This was diluted with ethyl acetate, washed with water and saturated saline water, dried with sodium sulfate, filtered and concentrated. The resulting crude product was purified throug...